describe an organic reaction: reactants, conditions, products, and yield From a dataset of the Open Reaction Database (ORD), a public repository of structured organic reaction records. Starting materials: ClC=1C2=C(N=CN1)C=NC(=N2)SC (4-chloro-6-methylthiopyrimido[5,4-d]pyrimidine), ClC=1C=C(N)C=CC1F (3-chloro-4-fluoroaniline). Run in O1CCOCC1 (dioxane). Yields the product ClC=1C=C(C=CC1F)NC=1C2=C(N=CN1)C=NC(=N2)SC (4-[(3-Chloro-4-fluorophenyl)amino]-6-methylthiopyrimido[5,4-d]pyrimidine). Reaction SMILES: Cl[C:2]1[C:3]2[N:11]=[C:10]([S:12][CH3:13])[N:9]=[CH:8][C:4]=2[N:5]=[CH:6][N:7]=1.[Cl:14][C:15]1[CH:16]=[C:17]([CH:19]=[CH:20][C:21]=1[F:22])[NH2:18]>O1CCOCC1>[Cl:14][C:15]1[CH:16]=[C:17]([NH:18][C:2]2[C:3]3[N:11]=[C:10]([S:12][CH3:13])[N:9]=[CH:8][C:4]=3[N:5]=[CH:6][N:7]=2)[CH:19]=[CH:20][C:21]=1[F:22]. Procedure: 3.0 g of 4-chloro-6-methylthiopyrimido[5,4-d]pyrimidine, 3.8 g of 3-chloro-4-fluoroaniline and 10 ml of dioxane are heated at 80° C. for 2 hours. After cooling, the reaction mixture is concentrated and portions are triturated first with water and then with diethyl ether, filtered off with suction and dried. The reactants are C(C1=CC=CC=C1)N[C@H]1[C@@]2(C[C@H]([C@H](CC1)N2CC2=CC=CC=C2)CO)C2=CC=CC=C2 ((1R*,2R*,5S*,6R*)-2-Benzylamino-8-benzyl-6-hydroxymethyl-1-phenyl-8-azabicyclo[3.2.1]octane), C1=CCC=CC1 (1,4-cyclohexadiene). Reagents/catalysts: [Pd] (palladium on activated charcoal). The solvent is C(C)O (ethanol). Yields the product N[C@H]1[C@@]2(C[C@H]([C@H](CC1)N2)CO)C2=CC=CC=C2 ((1R*,2R*,5S*,6R*)-2-Amino-6-hydroxymethyl-1-phenyl-8-azabicyclo[3.2.1]octane). The yield is 75.5%. Reaction SMILES: C([NH:8][C@@H:9]1[CH2:15][CH2:14][C@@H:13]2[N:16](CC3C=CC=CC=3)[C@@:10]1([C:26]1[CH:31]=[CH:30][CH:29]=[CH:28][CH:27]=1)[CH2:11][C@H:12]2[CH2:24][OH:25])C1C=CC=CC=1.C1CC=CCC=1>C(O)C.[Pd]>[NH2:8][C@@H:9]1[CH2:15][CH2:14][C@@H:13]2[NH:16][C@@:10]1([C:26]1[CH:27]=[CH:28][CH:29]=[CH:30][CH:31]=1)[CH2:11][C@H:12]2[CH2:24][OH:25]. Reported procedure: (1R*,2R*,5S*,6R*)-2-Benzylamino-8-benzyl-6-hydroxymethyl-1-phenyl-8-azabicyclo[3.2.1]octane (Description 19; 220 mg, 0.53 mmol) was dissolved in ethanol (5 mL) and treated with 10% palladium on activated charcoal (100 mg), followed by 1,4-cyclohexadiene (1.5 mL). The suspension formed was heated at reflux for 24 hours, then cooled and filtered. The filtrate was concentrated in vacuo, and the oil remaining purified by silica chromatography to yield the title compound as a gum (92 mg, 0.4 mmol). Reactants: ClC(=CC1C(C1C(=O)Cl)(C)C)C1=CC=CC=C1 (3-(2-chloro-2-phenyl-vinyl)-2,2-dimethyl-cyclopropane-carboxylic acid chloride), FC1=C(C=C(C=O)C=C1)OC1=CC=CC=C1 (4-fluoro-3-phenoxy-benzaldehyde), [C-]#N.[Na+] (sodium cyanide), O (water). Reagents/catalysts: [Br-].C(CCC)[N+](CCCC)(CCCC)CCCC (tetrabutylammonium bromide). Solvent: C1(=CC=CC=C1)C (toluene), CCCCCC (n-hexane). The product is FC1=C(C=C(C(C#N)OC(=O)C2C(C2C=C(C2=CC=CC=C2)Cl)(C)C)C=C1)OC1=CC=CC=C1 (3-(2-chloro-2-phenyl-vinyl)-2,2-dimethyl-cyclopropanecarboxylic acid 4-fluoro-3-phenoxy-α-cyano-benzyl ester). The yield is 75.6%. As a reaction SMILES: [Cl:1][C:2]([C:12]1[CH:17]=[CH:16][CH:15]=[CH:14][CH:13]=1)=[CH:3][CH:4]1[CH:6]([C:7](Cl)=[O:8])[C:5]1([CH3:11])[CH3:10].[F:18][C:19]1[CH:26]=[CH:25][C:22]([CH:23]=[O:24])=[CH:21][C:20]=1[O:27][C:28]1[CH:33]=[CH:32][CH:31]=[CH:30][CH:29]=1.[C-:34]#[N:35].[Na+].O>[Br-].C([N+](CCCC)(CCCC)CCCC)CCC.C1(C)C=CC=CC=1.CCCCCC>[F:18][C:19]1[CH:26]=[CH:25][C:22]([CH:23]([O:24][C:7]([CH:6]2[CH:4]([CH:3]=[C:2]([Cl:1])[C:12]3[CH:17]=[CH:16][CH:15]=[CH:14][CH:13]=3)[C:5]2([CH3:11])[CH3:10])=[O:8])[C:34]#[N:35])=[CH:21][C:20]=1[O:27][C:28]1[CH:29]=[CH:30][CH:31]=[CH:32][CH:33]=1 |f:2.3,5.6|. Procedure: 8.1 g (0.03 mole) of 3-(2-chloro-2-phenyl-vinyl)-2,2-dimethyl-cyclopropane-carboxylic acid chloride and 6.5 g (0.03 mole) of 4-fluoro-3-phenoxy-benzaldehyde are added dropwise to a mixture of 2.25 g of sodium cyanide, 3.5 ml of water, 150 ml of n-hexane and 0.75 g of tetrabutylammonium bromide at 20° to 25° C., whilst stirring. The reaction mixture is then stirred at 20° to 25° C. for 4 hours and is subsequently diluted with 300 ml of toluene and washed twice with 300 ml of water each time. The ... Starting materials: [BH3-]C#N, CCO, CC(N)C(=O)N1CCCC1C(=O)O, [Na+], O=C(CCc1ccccc1)C(=O)OCc1ccccc1. Yields the product CC(NC(CCc1ccccc1)C(=O)OCc1ccccc1)C(=O)N1CCCC1C(=O)O. As a reaction SMILES: [C:34]([BH3-:35])#[N:36].[CH3:38][CH2:39][OH:40].[NH2:1][CH:2]([CH3:3])[C:4](=[O:5])[N:6]1[CH:7]([C:8](=[O:9])[OH:10])[CH2:11][CH2:12][CH2:13]1.[Na+:37].[O:14]=[C:15]([C:16](=[O:17])[O:18][CH2:19][c:20]1[cH:21][cH:22][cH:23][cH:24][cH:25]1)[CH2:26][CH2:27][c:28]1[cH:29][cH:30][cH:31][cH:32][cH:33]1>>[NH:1]([CH:2]([CH3:3])[C:4](=[O:5])[N:6]1[CH:7]([C:8](=[O:9])[OH:10])[CH2:11][CH2:12][CH2:13]1)[CH:15]([C:16](=[O:17])[O:18][CH2:19][c:20]1[cH:21][cH:22][cH:23][cH:24][cH:25]1)[CH2:26][CH2:27][c:28]1[cH:29][cH:30][cH:31][cH:32][cH:33]1.